Dataset: the Open Reaction Database (ORD), a public repository of structured organic reaction records. Task: describe an organic reaction: reactants, conditions, products, and yield Starting materials: [BH4-], CCCCCCCCCCCCCCC(C)C(C)=O, CCO, [Na+]. The product is CCCCCCCCCCCCCCC(C)C(C)O. RXN SMILES: [BH4-:20].[CH3:1][CH:2]([C:3]([CH3:4])=[O:5])[CH2:6][CH2:7][CH2:8][CH2:9][CH2:10][CH2:11][CH2:12][CH2:13][CH2:14][CH2:15][CH2:16][CH2:17][CH2:18][CH3:19].[CH3:22][CH2:23][OH:24].[Na+:21]>>[CH3:1][CH:2]([CH:3]([CH3:4])[OH:5])[CH2:6][CH2:7][CH2:8][CH2:9][CH2:10][CH2:11][CH2:12][CH2:13][CH2:14][CH2:15][CH2:16][CH2:17][CH2:18][CH3:19]. The reactants are N1C=CC2=CC=CC=C12 (indole), [H-].[Na+] (NaH), O (H2O), C(C)(C)I (Isopropyl iodide). Run in CN(C)C=O (DMF). Reaction conditions: time 14 hour. Product: C(C)(C)N1C=CC2=CC=CC=C12 (N-isopropylindole). Isolated yield 42.4%. RXN SMILES: [NH:1]1[C:9]2[C:4](=[CH:5][CH:6]=[CH:7][CH:8]=2)[CH:3]=[CH:2]1.[H-].[Na+].[CH:12](I)([CH3:14])[CH3:13].O>CN(C=O)C>[CH:12]([N:1]1[C:9]2[C:4](=[CH:5][CH:6]=[CH:7][CH:8]=2)[CH:3]=[CH:2]1)([CH3:14])[CH3:13] |f:1.2|. Reported procedure: The title compound was prepared according to general procedure A described in Scheme 1. A solution of indole (5 g, 43 mmol) in DMF (60 mL) at to 0° C. was treated with NaH (60% in mineral oil, 3.4 g, 86 mmol) in 4 portions providing a slurry that was gradually warmed to RT over a 30 min period. Isopropyl iodide (1.1 g, 64 mmol) was added to the reaction mixture at RT and the mixture was stirred for 14 h. The reaction mixture was then treated with H2O (50 mL) and extracted with EtOAc (3×50 mL). T...